This data is from the Open Reaction Database (ORD), a public repository of structured organic reaction records. The task is: describe an organic reaction: reactants, conditions, products, and yield Reactants: C(C1=CC=CC=C1)OC=1C=C(C=CC1OC)Br (3-Benzyloxy-1-bromo-4-methoxybenzene), [N+](=O)(O)[O-] (nitric acid). Solvent: C(C)(=O)O (acetic acid), C(C)(=O)O (acetic acid). Conditions: temperature 0 celsius, time 3 hour. Yields the product C(C1=CC=CC=C1)OC=1C=C(C(=CC1OC)[N+](=O)[O-])Br (3-benzyloxy-4-methoxy-6-nitrobromobenzene). RXN SMILES: [CH2:1]([O:8][C:9]1[CH:10]=[C:11]([Br:17])[CH:12]=[CH:13][C:14]=1[O:15][CH3:16])[C:2]1[CH:7]=[CH:6][CH:5]=[CH:4][CH:3]=1.[N+:18]([O-])([OH:20])=[O:19]>C(O)(=O)C>[CH2:1]([O:8][C:9]1[CH:10]=[C:11]([Br:17])[C:12]([N+:18]([O-:20])=[O:19])=[CH:13][C:14]=1[O:15][CH3:16])[C:2]1[CH:3]=[CH:4][CH:5]=[CH:6][CH:7]=1. Procedure details: 3-Benzyloxy-1-bromo-4-methoxybenzene, 36, (1 g, 3.4 mmol) was dissolved in 50 mL acetic acid in a 100 mL round-bottomed flask and cooled to 0° C. using an ice bath. 2.5 mL nitric acid (70%) in 6 mL acetic acid was added dropwise. The reaction mixture was allowed to slowly rise to room temperature. After 3 h no starting material was detected by thin layer chromatography. Evaporation of acetic acid gave the crude product, which was filtered through a short silica gel column using a 80:20 mixture o... The reactants are C(CC)Br (propyl bromide), FC1=C(C=CC=C1)C1=NC(C(N(C2=C1C=C(C=C2)[N+](=O)[O-])C)=O)(C)C (5-(o-fluorphenyl)-1,3-dihydro-1,3,3-trimethyl-7-nitro-2H-1,4-benzodiazepin-2-one), ClC1=CC(=CC=2C(=NC(C(N(C21)CCC)=O)(C)C)C2=C(C=CC=C2)F)[N+](=O)[O-] (9-chloro-5-(o-fluorophenyl)-1,3-dihydro-3,3-dimethyl-7-nitro-1-propyl-2H-1,4-benzodiazepin-2-one). The solvent is CCOCC.CCCCCC (ether n-hexane). The product is ClC1=CC(=CC=2C(=NC(C(NC21)=O)(C)C)C2=C(C=CC=C2)F)[N+](=O)[O-] (9-chloro-5-(o-fluorophenyl)-1,3-dihydro-3,3-dimethyl-7-nitro-2H-1,4-benzodiazepin-2-one). RXN SMILES: C(Br)CC.FC1C=CC=CC=1C1C2C=C([N+]([O-])=O)C=CC=2N(C)C(=O)C(C)(C)N=1.[Cl:30][C:31]1[C:41]2[N:40](CCC)[C:39](=[O:45])[C:38]([CH3:47])([CH3:46])[N:37]=[C:36]([C:48]3[CH:53]=[CH:52][CH:51]=[CH:50][C:49]=3[F:54])[C:35]=2[CH:34]=[C:33]([N+:55]([O-:57])=[O:56])[CH:32]=1>CCOCC.CCCCCC>[Cl:30][C:31]1[C:41]2[NH:40][C:39](=[O:45])[C:38]([CH3:47])([CH3:46])[N:37]=[C:36]([C:48]3[CH:53]=[CH:52][CH:51]=[CH:50][C:49]=3[F:54])[C:35]=2[CH:34]=[C:33]([N+:55]([O-:57])=[O:56])[CH:32]=1 |f:3.4|. Procedure: From 32 g (0.088 mol) of 9-chloro-5-(o-fluorophenyl)-1,3-dihydro-3,3-dimethyl-7-nitro-2H-1,4-benzodiazepin-2-one and propyl bromide there is obtained, in analogy to the details in paragraph (c) of Example 1, with a reaction period of 3 days, 9-chloro-5-(o-fluorophenyl)-1,3-dihydro-3,3-dimethyl-7-nitro-1-propyl-2H-1,4-benzodiazepin-2-one of melting point 142°-143° (ether/n-hexane).